From a dataset of the Open Reaction Database (ORD), a public repository of structured organic reaction records. describe an organic reaction: reactants, conditions, products, and yield Starting materials: CC(C)c1cc(C=O)cc(C(C)C)c1OCCN1CCOCC1, O=C1Cc2cc(Cl)ccc2N1. Yields the product CC(C)c1cc(C=C2C(=O)Nc3ccc(Cl)cc32)cc(C(C)C)c1OCCN1CCOCC1. RXN SMILES: [CH:12]([CH3:13])([CH3:14])[c:15]1[cH:16][c:17]([CH:18]=[O:19])[cH:20][c:21]([CH:32]([CH3:33])[CH3:34])[c:22]1[O:23][CH2:24][CH2:25][N:26]1[CH2:27][CH2:28][O:29][CH2:30][CH2:31]1.[Cl:1][c:2]1[cH:3][c:4]2[c:8]([cH:9][cH:10]1)[NH:7][C:6](=[O:11])[CH2:5]2>>[Cl:1][c:2]1[cH:3][c:4]2[c:8]([cH:9][cH:10]1)[NH:7][C:6](=[O:11])[C:5]2=[CH:18][c:17]1[cH:16][c:15]([CH:12]([CH3:13])[CH3:14])[c:22]([O:23][CH2:24][CH2:25][N:26]2[CH2:27][CH2:28][O:29][CH2:30][CH2:31]2)[c:21]([CH:32]([CH3:33])[CH3:34])[cH:20]1. Reactants: CC(C)(C)OC(=O)N1CCC(O)CC1, CN(C)CCCl, [H-], [Na+], CN(C)C=O. Product: CN(C)CCOC1CCN(C(=O)OC(C)(C)C)CC1. As a reaction SMILES: [C:1]([CH3:2])([CH3:3])([CH3:4])[O:5][C:6](=[O:7])[N:8]1[CH2:9][CH2:10][CH:11]([OH:14])[CH2:12][CH2:13]1.[Cl:17][CH2:18][CH2:19][N:20]([CH3:21])[CH3:22].[H-:15].[Na+:16].[O:23]=[CH:24][N:25]([CH3:26])[CH3:27]>>[C:1]([CH3:2])([CH3:3])([CH3:4])[O:5][C:6](=[O:7])[N:8]1[CH2:9][CH2:10][CH:11]([O:14][CH2:18][CH2:19][N:20]([CH3:21])[CH3:22])[CH2:12][CH2:13]1. Reactants: C1CCOC1, COC(=O)c1cc(OCc2c(-c3ccc(F)cc3)noc2C(O)C(O)c2ccccc2)no1, O. Yields the product COC(=O)c1cc(OCc2c(-c3ccc(F)cc3)noc2C=O)no1. Reaction SMILES: [CH2:34]1[O:35][CH2:36][CH2:37][CH2:38]1.[CH3:1][O:2][C:3](=[O:4])[c:5]1[cH:6][c:7]([O:10][CH2:11][c:12]2[c:13](-[c:27]3[cH:28][cH:29][c:30]([F:33])[cH:31][cH:32]3)[n:14][o:15][c:16]2[CH:17]([CH:18]([OH:19])[c:20]2[cH:21][cH:22][cH:23][cH:24][cH:25]2)[OH:26])[n:8][o:9]1.[OH2:39]>>[CH3:1][O:2][C:3](=[O:4])[c:5]1[cH:6][c:7]([O:10][CH2:11][c:12]2[c:13](-[c:27]3[cH:28][cH:29][c:30]([F:33])[cH:31][cH:32]3)[n:14][o:15][c:16]2[CH:17]=[O:26])[n:8][o:9]1. Starting materials: O1[C@H](C1)CO[C@H](C)C1=C(C=CC=C1)/C=C/CCC(=O)OCC (ethyl (4E)-5-(2-{(1R)-1-[(2R)-oxiran-2-yl methoxy]ethyl}phenyl)pent-4-enoate), Example 14 ( 14e ), Example 1 ( 1f ), Example 13 ( 13a ), FC=1C=C(C[C@H]2NCC2)C=CC1C ((2R)-2-(3-fluoro-4-methylbenzyl)azetidine). The product is FC=1C=C(C[C@H]2N(CC2)C[C@H](CO[C@H](C)C2=C(C=CC=C2)/C=C/CCC(=O)OCC)O)C=CC1C (Ethyl (4E)-5-{2-[(1R)-1-({(2R)-3-[(2R)-2-(3-fluoro-4-methylbenzyl)azetidin-1-yl]-2-hydroxypropyl}oxy)ethyl]phenyl}pent-4-enoate). The yield is 46.0%. As a reaction SMILES: [O:1]1[CH2:3][C@@H:2]1[CH2:4][O:5][C@@H:6]([C:8]1[CH:13]=[CH:12][CH:11]=[CH:10][C:9]=1/[CH:14]=[CH:15]/[CH2:16][CH2:17][C:18]([O:20][CH2:21][CH3:22])=[O:19])[CH3:7].[F:23][C:24]1[CH:25]=[C:26]([CH:32]=[CH:33][C:34]=1[CH3:35])[CH2:27][C@@H:28]1[CH2:31][CH2:30][NH:29]1>>[F:23][C:24]1[CH:25]=[C:26]([CH:32]=[CH:33][C:34]=1[CH3:35])[CH2:27][C@@H:28]1[CH2:31][CH2:30][N:29]1[CH2:3][C@@H:2]([OH:1])[CH2:4][O:5][C@@H:6]([C:8]1[CH:13]=[CH:12][CH:11]=[CH:10][C:9]=1/[CH:14]=[CH:15]/[CH2:16][CH2:17][C:18]([O:20][CH2:21][CH3:22])=[O:19])[CH3:7]. Procedure details: By using ethyl (4E)-5-(2-{(1R)-1-[(2R)-oxiran-2-yl methoxy]ethyl}phenyl)pent-4-enoate which had been obtained in Example 13 (13a) and (2R)-2-(3-fluoro-4-methylbenzyl)azetidine which had been obtained in Example 14 (14e), the reaction was carried out in the same manner as the method described in Example 1 (1f) to give the title compound as a colorless oily substance (yield 46%).